Task: describe an organic reaction: reactants, conditions, products, and yield. Dataset: the Open Reaction Database (ORD), a public repository of structured organic reaction records Reactants: hydrate, NC1CCN(CC1)CCCC (4-Amino -1-butyl-piperidine), BrCCCC (4-bromobutane), O1CCOC12CCNCC2 (1,4-dioxa-8-azaspiro[4.5]-decane), COC=1C=CC=C2C(=C(C=NC12)C(=O)O)NC1=CC=C(C=C1)C(=O)NC1CCN(CC1)CC1=CC=CC=C1 (8-methoxy-4-[[4-[[[1-(phenylmethyl)-4-piperidinyl]amino]carbonyl]phenyl]amino]-3-quinolinecarboxylic acid), NC1CCN(CC1)CCCC (4-amino-1-butylpiperidine). Run in O (H2O). The product is C(CCC)N1CCC(CC1)NC(=O)C=1C=NC2=C(C=CC=C2C1NC1=CC=C(C=C1)C(=O)NC1CCN(CC1)CC1=CC=CC=C1)OC (N-(1-Butyl-4-piperidinyl)-8-methoxy-4-[[4-[[[1-(phenylmethyl)-4-piperidinyl]amino]carbonyl]phenyl]amino]-3-quinolinecarboxamide). As a reaction SMILES: [CH3:1][O:2][C:3]1[CH:4]=[CH:5][CH:6]=[C:7]2[C:12]=1[N:11]=[CH:10][C:9]([C:13]([OH:15])=O)=[C:8]2[NH:16][C:17]1[CH:22]=[CH:21][C:20]([C:23]([NH:25][CH:26]2[CH2:31][CH2:30][N:29]([CH2:32][C:33]3[CH:38]=[CH:37][CH:36]=[CH:35][CH:34]=3)[CH2:28][CH2:27]2)=[O:24])=[CH:19][CH:18]=1.[NH2:39][CH:40]1[CH2:45][CH2:44][N:43]([CH2:46][CH2:47][CH2:48][CH3:49])[CH2:42][CH2:41]1.BrCCCC.O1C2(CCNCC2)OCC1>O>[CH2:46]([N:43]1[CH2:44][CH2:45][CH:40]([NH:39][C:13]([C:9]2[CH:10]=[N:11][C:12]3[C:7]([C:8]=2[NH:16][C:17]2[CH:18]=[CH:19][C:20]([C:23]([NH:25][CH:26]4[CH2:27][CH2:28][N:29]([CH2:32][C:33]5[CH:34]=[CH:35][CH:36]=[CH:37][CH:38]=5)[CH2:30][CH2:31]4)=[O:24])=[CH:21][CH:22]=2)=[CH:6][CH:5]=[CH:4][C:3]=3[O:2][CH3:1])=[O:15])[CH2:41][CH2:42]1)[CH2:47][CH2:48][CH3:49]. Reported procedure: N-(1-Butyl-4-piperidinyl)-8-methoxy-4-[[4-[[[1-(phenylmethyl)-4-piperidinyl]amino]carbonyl]phenyl]amino]-3-quinolinecarboxamide was prepared as a hygroscopic material (0.215 hydrate) by coupling 8-methoxy-4-[[4-[[[1-(phenylmethyl)-4-piperidinyl]amino]carbonyl]phenyl]amino]-3-quinolinecarboxylic acid and 4-amino-1-butylpiperidine as described for Example 17, Step 5. 4-Amino -1-butyl-piperidine can be prepared from 4-bromobutane and 1,4-dioxa-8-azaspiro[4.5]-decane as described in U.S. Pat. Nos. 3... Starting materials: O=C(O)CC1(CC(=O)O)OCCO1, C(=NC1CCCCC1)=NC1CCCCC1, C1CCOC1. The product is O=C1CC2(CC(=O)O1)OCCO2. Reaction SMILES: [CH2:1]1[O:2][C:3]([CH2:4][C:5](=[O:6])[OH:7])([CH2:8][C:9](=[O:10])[OH:11])[O:12][CH2:13]1.[CH:14]1([N:15]=[C:16]=[N:17][CH:18]2[CH2:19][CH2:20][CH2:21][CH2:22][CH2:23]2)[CH2:24][CH2:25][CH2:26][CH2:27][CH2:28]1.[O:29]1[CH2:30][CH2:31][CH2:32][CH2:33]1>>[CH2:1]1[O:2][C:3]2([CH2:4][C:5](=[O:6])[O:10][C:9](=[O:11])[CH2:8]2)[O:12][CH2:13]1.